This data is from the Open Reaction Database (ORD), a public repository of structured organic reaction records. The task is: describe an organic reaction: reactants, conditions, products, and yield Reactants: FC(C(=O)OCC)(F)F (ethyl trifluoroacetate), Cl (HCl), ClC1=CC=C(C=C1)NC(C(C)(C)C)=O (N-(4-Chlorophenyl)-2,2-dimethyl propanamide), CN(C)CCN(C)C (TMEDA), C(CCC)[Li] (n-butyllithium), CCCCCC (hexane), Cl (HCl). Run in COC(C)(C)C (t-butyl methyl ether). Conditions: temperature -20 celsius, time 2 hour. Product: O.Cl.ClC1=CC(=C(N)C=C1)C(C(F)(F)F)=O (4-Chloro-2-trifluoroacetylaniline, hydrochloride hydrate). The yield is 175.0%. As a reaction SMILES: [Cl:1][C:2]1[CH:7]=[CH:6][C:5]([NH:8]C(=[O:14])C(C)(C)C)=[CH:4][CH:3]=1.CN(CCN(C)C)C.C([Li])CCC.CCCCCC.[F:34][C:35]([F:42])([F:41])[C:36](OCC)=[O:37].Cl>COC(C)(C)C>[OH2:14].[ClH:1].[Cl:1][C:2]1[CH:3]=[CH:4][C:5]([NH2:8])=[C:6]([C:36](=[O:37])[C:35]([F:42])([F:41])[F:34])[CH:7]=1 |f:7.8.9|. Procedure details: N-(4-Chlorophenyl)-2,2-dimethyl propanamide (36.7 kg, 173 mol) was charged to a solution of TMEDA (20.2 kg, 174 mol) in anhydrous t-butyl methyl ether (271.5 kg) and cooled to -20° C. To the cold slurry was added 2.7 N n-butyllithium in hexane (101.9 kg, 393 mol) while keeping the temperature below 5° C. After aging 2 hr at 0 to 5° C., the solution was cooled below -15° C. then rapidly reacted with ethyl trifluoroacetate (34.5 kg, 243 mol). After 30 min, the resulting solution was quenched into ...